This data is from the Open Reaction Database (ORD), a public repository of structured organic reaction records. The task is: describe an organic reaction: reactants, conditions, products, and yield The reactants are ClC=1C=C(CCl)C=CC1 (3-chlorobenzyl chloride), compound ( 82 ), [H-].[Na+] (sodium hydride), FC(CCC(C#N)C#N)(F)F ((3,3,3-trifluoropropyl)malononitrile). Solvent: CN(C=O)C (N,N-dimethylformamide). Yields the product ClC=1C=C(CC(C#N)(C#N)CCC(F)(F)F)C=CC1 (2-(3-chlorobenzyl)-2-(3,3,3-trifluoropropyl)malononitrile). The yield is 42.1%. RXN SMILES: [Cl:1][C:2]1[CH:3]=[C:4]([CH:7]=[CH:8][CH:9]=1)[CH2:5]Cl.[H-].[Na+].[F:12][C:13]([F:22])([F:21])[CH2:14][CH2:15][CH:16]([C:19]#[N:20])[C:17]#[N:18]>CN(C)C=O>[Cl:1][C:2]1[CH:3]=[C:4]([CH:7]=[CH:8][CH:9]=1)[CH2:5][C:16]([CH2:15][CH2:14][C:13]([F:12])([F:21])[F:22])([C:17]#[N:18])[C:19]#[N:20] |f:1.2|. Procedure: Using 0.16 g of 3-chlorobenzyl chloride, 3 ml of N,N-dimethylformamide, 0.05 g of sodium hydride (60% in oil), and 0.17 g of (3,3,3-trifluoropropyl)malononitrile, and according to the process described in the Production Example 26, there was obtained 0.12 g of 2-(3-chlorobenzyl)-2-(3,3,3-trifluoropropyl)malononitrile (the present compound (82)). Run in C(C)O (ethanol). RXN SMILES: [Cl:1][C:2]1[NH:3][C:4]2[CH:5]=[CH:6][CH:7]=[C:8]3[C:14]=2[CH:12]([N:13]=1)[CH2:11][CH2:10][CH2:9]3.[Cl:15][C:16]1[CH:23]=[CH:22][C:19]([CH2:20][NH2:21])=[CH:18][CH:17]=1>C(O)C>[ClH:1].[Cl:15][C:16]1[CH:23]=[CH:22][C:19]([CH2:20][NH:21][C:2]2[NH:3][C:4]3[CH:5]=[CH:6][CH:7]=[C:8]4[C:14]=3[CH:12]([N:13]=2)[CH2:11][CH2:10][CH2:9]4)=[CH:18][CH:17]=1 |f:3.4|. Procedure details: 10.3 g (0.05 mol) of 2-chloro-3a,4,5,6-tetrahydroperimidine and 7.1 g (0.05 mol) of 4-chloro-benzylamine in 100 ml of ethanol are heated to 80° C. for 1 hour. After cooling, the crystals which have precipitated are filtered off and purified by dissolving in hot ethanol and precipitating with water. 2-(4-Chlorobenzylamino)-3a,4,5,6-tetrahydro-perimidine hydrochloride is obtained. Yield: 10 g (57.5% of theory) of melting point 257°-258° C. The reactants are ClC=1NC=2C=CC=C3CCCC(N1)C23 (2-chloro-3a,4,5,6-tetrahydroperimidine), ClC1=CC=C(CN)C=C1 (4-chloro-benzylamine). Product: Cl.ClC1=CC=C(CNC=2NC=3C=CC=C4CCCC(N2)C34)C=C1 (2-(4-Chlorobenzylamino)-3a,4,5,6-tetrahydro-perimidine hydrochloride).